Task: describe an organic reaction: reactants, conditions, products, and yield. Dataset: the Open Reaction Database (ORD), a public repository of structured organic reaction records Starting materials: C(=O)(OCC1=CC=CC=C1)N[C@@H](CCCCN)C(=O)O (Nα-CBZ-L-lysine), [OH-].[Na+] (NaOH), C(C)(=O)OC(C)(C)C (t-butyl acetate), Cl(=O)(=O)(=O)O (perchloric acid). The solvent is O (water), C(C)(=O)OCC (ethyl acetate). Run at time 8 hour. Product: C(=O)(OCC1=CC=CC=C1)N[C@@H](CCCCN)C(=O)OC(C)(C)C (Nα-CBZ-O-t-butyl L-lysine). Reaction SMILES: [C:1]([NH:11][C@H:12]([C:18]([OH:20])=[O:19])[CH2:13][CH2:14][CH2:15][CH2:16][NH2:17])([O:3][CH2:4][C:5]1[CH:10]=[CH:9][CH:8]=[CH:7][CH:6]=1)=[O:2].C(O[C:25]([CH3:28])([CH3:27])[CH3:26])(=O)C.Cl(O)(=O)(=O)=O.[OH-].[Na+]>O.C(OCC)(=O)C>[C:1]([NH:11][C@H:12]([C:18]([O:20][C:25]([CH3:28])([CH3:27])[CH3:26])=[O:19])[CH2:13][CH2:14][CH2:15][CH2:16][NH2:17])([O:3][CH2:4][C:5]1[CH:10]=[CH:9][CH:8]=[CH:7][CH:6]=1)=[O:2] |f:3.4|. Reported procedure: A mixture of 25 g of Nα-CBZ-L-lysine from Sigma, where CBZ is benzyloxycarbonyl, 250 mL of t-butyl acetate and 14 mL of 70% perchloric acid was vigorously mixed until all solids were dissolved. After stirring overnight, 375 mL of ethyl acetate was added followed by 250 mL of water. The pH of the aqueous layer was raised to 5.5 with 20% NaOH whereupon the organic phase was separated. The aqueous phase was extracted with the ethyl acetate solution and the pH again raised to 10.5 whereupon it was a... The reactants are ClC1=CC=CC2=C1C(N1[C@H](C=3N2C=NC3C(=O)OCC)CCC1)=O (ethyl (S)-8-chloro-11,12,13,13a-tetrahydro-9-oxo-9H-imidazo[1,5-a]pyrrolo[2,1-c][1,4]benzodiazepine-1-carboxylate), [C-]#N.[K+] (potassium cyanide), COC1=CC=C(CO)C=C1 (4-methoxybenzyl alcohol). Conditions: time 3.5 day. The product is ClC1=CC=CC2=C1C(N1[C@H](C=3N2C=NC3C(=O)OCC3=CC=C(C=C3)OC)CCC1)=O (p-methoxybenzyl (S)-8-chloro-11,12,13,13a-tetrahydro-9-oxo-9H-imidazo[1,5-a]pyrrolo[2,1-c][1,4]benzodiazepine-1-carboxylate). As a reaction SMILES: [Cl:1][C:2]1[C:7]2[C:8](=[O:24])[N:9]3[CH2:23][CH2:22][CH2:21][C@H:10]3[C:11]3[N:12]([CH:13]=[N:14][C:15]=3[C:16]([O:18][CH2:19][CH3:20])=[O:17])[C:6]=2[CH:5]=[CH:4][CH:3]=1.[C-]#N.[K+].[CH3:28][O:29][C:30]1[CH:37]=[CH:36]C(CO)=[CH:32][CH:31]=1>>[Cl:1][C:2]1[C:7]2[C:8](=[O:24])[N:9]3[CH2:23][CH2:22][CH2:21][C@H:10]3[C:11]3[N:12]([CH:13]=[N:14][C:15]=3[C:16]([O:18][CH2:19][C:20]3[CH:36]=[CH:37][C:30]([O:29][CH3:28])=[CH:31][CH:32]=3)=[O:17])[C:6]=2[CH:5]=[CH:4][CH:3]=1 |f:1.2|. Procedure: A mixture of 3.45 g (10 mmol) of ethyl (S)-8-chloro-11,12,13,13a-tetrahydro-9-oxo-9H-imidazo[1,5-a]pyrrolo[2,1-c][1,4]benzodiazepine-1-carboxylate, 100 mg (1.5 mmol) of potassium cyanide and 20 ml of 4-methoxybenzyl alcohol is stirred at 110° for 3.5 days, the resulting ethanol being removed in vacuo from time to time. The solvent is subsequently removed by distillation in a high vacuum, the residue is taken up in methylene chloride, the methylene chloride solution is washed three times with wat... The reactants are N(=O)[O-].[Na+] (NaNO2), N[C@@H](CCC(=O)O)C(=O)O (L-glutamic acid). Solvent: O (water), O (water), Cl (HCl). Product: O=C1CC[C@H](O1)C(=O)O ((S)-(+)-5-Oxo-2-tetrahydrofurancarboxylic Acid). Isolated yield 59.3%. RXN SMILES: N[C@H:2]([C:8]([OH:10])=[O:9])[CH2:3][CH2:4][C:5]([OH:7])=[O:6].N([O-])=O.[Na+]>O.Cl>[O:9]=[C:8]1[O:10][C@H:4]([C:5]([OH:7])=[O:6])[CH2:3][CH2:2]1 |f:1.2|. Procedure: To a mixture of L-glutamic acid (1, 25 g, 170 mmol) in water (67 mL) and conc. HCl (35 mL) at 0° C. with stirring was added a solution of NaNO2 (17.5 g, 253.6 mmol) in water (37.5 mL) over a period of 4 h, and then the resulting clear solution was stirred at room temperature overnight. After removal of the solvent by evaporation in vacuo, the residue was treated with EtOAC (80 mL) and filtered. The filtrate was dried over Na2SO4, and concentrated. The residue, after crystallization from EtOAc/be... Starting materials: ClC1=CC2=C(C(OC(O2)=O)=O)C=C1 (7-chloro-benzo[1,3]dioxine-2,4-dione), C1(=CC(=CC=C1)N)N (benzene-1,3-diamine). Reaction conditions: temperature 110 celsius. Run in CN1CCCC1=O (NMP). Procedure details: 7-Chloro-benzo[1,3]dioxine-2,4-dione (91) (0.090 g, 0.455 mmol) and benzene-1,3-diamine (397) (0.17 g, 1.57 mmol) were combined and dissolved in NMP (6 mL). The mixture was heated to 110° C. for 2 h. TLC was inconclusive, it was later determined that the desired product had same Rf as the aniline (397). LC-MS indicated complete reaction. The mixture was diluted with MeOH (2 mL) and LiOH (aqueous, 2.0 M, 4 mL). The mixture was stirred for 10 minutes. The solution was diluted with EtOAc (25 mL), w... RXN SMILES: [Cl:1][C:2]1[CH:13]=[CH:12][C:5]2[C:6](=[O:11])OC(=O)[O:9][C:4]=2[CH:3]=1.[C:14]1([NH2:21])[CH:19]=[CH:18][CH:17]=[C:16]([NH2:20])[CH:15]=1>CN1C(=O)CCC1>[NH2:20][C:16]1[CH:15]=[C:14]([NH:21][C:6](=[O:11])[C:5]2[CH:12]=[CH:13][C:2]([Cl:1])=[CH:3][C:4]=2[OH:9])[CH:19]=[CH:18][CH:17]=1. The product is NC=1C=C(C=CC1)NC(C1=C(C=C(C=C1)Cl)O)=O (N-(3-Amino-phenyl)-4-chloro-2-hydroxy-benzamide). Reactants: CC(C)(C)c1cccc(C(C)(C)C)n1, CS(=O)(=O)Cl, Nc1ccccc1N1CCN(C(=O)C(Cc2ccc(Cl)cc2)NC(=O)C2Cc3ccccc3CN2C(=O)OCC2c3ccccc3-c3ccccc32)CC1. Yields the product CS(=O)(=O)Nc1ccccc1N1CCN(C(=O)C(Cc2ccc(Cl)cc2)NC(=O)C2Cc3ccccc3CN2C(=O)OCC2c3ccccc3-c3ccccc32)CC1. As a reaction SMILES: [C:60]([c:61]1[cH:62][cH:63][cH:64][c:65]([C:66]([CH3:67])([CH3:68])[CH3:69])[n:70]1)([CH3:71])([CH3:72])[CH3:73].[CH3:55][S:56]([Cl:57])(=[O:58])=[O:59].[NH2:1][c:2]1[c:3]([N:8]2[CH2:9][CH2:10][N:11]([C:14]([CH:15]([CH2:16][c:17]3[cH:18][cH:19][c:20]([Cl:23])[cH:21][cH:22]3)[NH:24][C:25](=[O:26])[CH:27]3[N:28]([C:37](=[O:38])[O:39][CH2:40][CH:41]4[c:42]5[cH:43][cH:44][cH:45][cH:46][c:47]5-[c:48]5[cH:49][cH:50][cH:51][cH:52][c:53]54)[CH2:29][c:30]4[cH:31][cH:32][cH:33][cH:34][c:35]4[CH2:36]3)=[O:54])[CH2:12][CH2:13]2)[cH:4][cH:5][cH:6][cH:7]1>>[NH:1]([c:2]1[c:3]([N:8]2[CH2:9][CH2:10][N:11]([C:14]([CH:15]([CH2:16][c:17]3[cH:18][cH:19][c:20]([Cl:23])[cH:21][cH:22]3)[NH:24][C:25](=[O:26])[CH:27]3[N:28]([C:37](=[O:38])[O:39][CH2:40][CH:41]4[c:42]5[cH:43][cH:44][cH:45][cH:46][c:47]5-[c:48]5[cH:49][cH:50][cH:51][cH:52][c:53]54)[CH2:29][c:30]4[cH:31][cH:32][cH:33][cH:34][c:35]4[CH2:36]3)=[O:54])[CH2:12][CH2:13]2)[cH:4][cH:5][cH:6][cH:7]1)[S:56]([CH3:55])(=[O:58])=[O:59]. Reactants: CN(C)C=O, N#Cc1cc(Cl)ccc1Cl, Cl, [H-], [Na+], OCC(F)(F)F. Product: N#Cc1cc(Cl)ccc1OCC(F)(F)F. Reaction SMILES: [CH3:20][N:21]([CH3:22])[CH:23]=[O:24].[Cl:9][c:10]1[c:11]([C:12]#[N:13])[cH:14][c:15]([Cl:18])[cH:16][cH:17]1.[ClH:19].[H-:1].[Na+:2].[OH:3][CH2:4][C:5]([F:6])([F:7])[F:8]>>[O:3]([CH2:4][C:5]([F:6])([F:7])[F:8])[c:10]1[c:11]([C:12]#[N:13])[cH:14][c:15]([Cl:18])[cH:16][cH:17]1. Reactants: C(C1=CC=CC=C1)Cl (benzyl chloride), C(C)(=O)[C@@]1([C@]([C@@](O[C@@H]1CO)(N1C=NC=2C(=O)NC(N)=NC12)C(C)=O)(O)C(C)=O)O (triacetylguanosine), Cl (hydrochloric acid). Solvent: C(C)#N (acetonitrile). Run at time 4 hour. The product is C(C1=CC=CC=C1)N1C=NC=2N=C(NC(C12)=O)N (7-benzylguanine). Isolated yield 78.5%. As a reaction SMILES: [CH2:1](Cl)[C:2]1[CH:7]=[CH:6][CH:5]=[CH:4][CH:3]=1.C([C@@]1(O)[C@@H](CO)O[C@@](C(=O)C)([N:19]2[C:29]3[N:28]=[C:26]([NH2:27])[NH:25][C:23](=[O:24])[C:22]=3[N:21]=[CH:20]2)[C@]1(C(=O)C)O)(=O)C.Cl>C(#N)C>[CH2:1]([N:21]1[C:22]2[C:23](=[O:24])[NH:25][C:26]([NH2:27])=[N:28][C:29]=2[N:19]=[CH:20]1)[C:2]1[CH:7]=[CH:6][CH:5]=[CH:4][CH:3]=1. Reported procedure: Eight milliliters of acetonitrile and 2.13 ml (10 equivalents) of benzyl chloride were added to 0.758 g (1.85 mmols) of triacetylguanosine, and the mixture was reacted at 70° C. for 47 hours. The temperature was returned to room temperature, and 3.13 ml (20 equivalents) of conc. hydrochloric acid were added thereto. The reaction was conducted for 4 hours. After 2 hours of the reaction, the solid was precipitated. Ten grams of methanol were added thereto, and the slurry was stirred overnight, and... Reactants: ClC1=CC=C(C=C1)C=1C(=NC=C(C(=O)O)C1)OCC(F)(F)F (5-(4-chloro-phenyl)-6-(2,2,2-trifluoro-ethoxy)-nicotinic acid), ClC=1C=C(C=CC1Cl)B(O)O (3,4-dichlorophenylboronic acid). Yields the product ClC=1C=C(C=CC1Cl)C=1C(=NC=C(C(=O)O)C1)OCC(F)(F)F (5-(3,4-Dichloro-phenyl)-6-(2,2,2-trifluoro-ethoxy)-nicotinic acid). As a reaction SMILES: [Cl:1][C:2]1[CH:7]=[CH:6][C:5]([C:8]2[C:9]([O:17][CH2:18][C:19]([F:22])([F:21])[F:20])=[N:10][CH:11]=[C:12]([CH:16]=2)[C:13]([OH:15])=[O:14])=[CH:4][CH:3]=1.[Cl:23]C1C=C(B(O)O)C=CC=1Cl>>[Cl:23][C:7]1[CH:6]=[C:5]([C:8]2[C:9]([O:17][CH2:18][C:19]([F:22])([F:20])[F:21])=[N:10][CH:11]=[C:12]([CH:16]=2)[C:13]([OH:15])=[O:14])[CH:4]=[CH:3][C:2]=1[Cl:1]. Procedure details: In analogy to 5-(4-chloro-phenyl)-6-(2,2,2-trifluoro-ethoxy)-nicotinic acid (WO 2008/040651) by substituting 4-chlorophenylboronic acid with 3,4-dichlorophenylboronic acid the title compound was obtained as white solid. MS (EI): 365.9 and 364.1 (M−H).